Dataset: the Open Reaction Database (ORD), a public repository of structured organic reaction records. Task: describe an organic reaction: reactants, conditions, products, and yield Reactants: ClC=1N=NC(=CC1)C1=NC(=NO1)C (3-Chloro-6-(3-methyl-1,2,4-oxadiazol-5-yl)pyridazine), N1CC2(CC1)C(NC1=CC=CC=C12)=O (spiro[indole-3,3′-pyrrolidin]-2(1H)-one), C([O-])([O-])=O.[K+].[K+] (potassium carbonate). Reagents/catalysts: [I-].C(CCC)[N+](CCCC)(CCCC)CCCC (tetrabutylammonium iodide). Run in CN(C=O)C.O1CCCC1 (N,N-dimethylformamide tetrahydrofuran), C(C)(=O)OCC (ethyl acetate). Run at temperature 120 celsius, time 8 hour. Product: CC1=NOC(=N1)C1=CC=C(N=N1)N1CC2(CC1)C(NC1=CC=CC=C12)=O (1′-[6-(3-methyl-1,2,4-oxadiazol-5-yl)pyridazin-3-yl]spiro[indole-3,3′-pyrrolidin]-2(1H)-one). Isolated yield 61.3%. As a reaction SMILES: Cl[C:2]1[N:3]=[N:4][C:5]([C:8]2[O:12][N:11]=[C:10]([CH3:13])[N:9]=2)=[CH:6][CH:7]=1.[NH:14]1[CH2:18][CH2:17][C:16]2([C:26]3[C:21](=[CH:22][CH:23]=[CH:24][CH:25]=3)[NH:20][C:19]2=[O:27])[CH2:15]1.C(=O)([O-])[O-].[K+].[K+]>[I-].C([N+](CCCC)(CCCC)CCCC)CCC.CN(C)C=O.O1CCCC1.C(OCC)(=O)C>[CH3:13][C:10]1[N:9]=[C:8]([C:5]2[N:4]=[N:3][C:2]([N:14]3[CH2:18][CH2:17][C:16]4([C:26]5[C:21](=[CH:22][CH:23]=[CH:24][CH:25]=5)[NH:20][C:19]4=[O:27])[CH2:15]3)=[CH:7][CH:6]=2)[O:12][N:11]=1 |f:2.3.4,5.6,7.8|. Procedure: 3-Chloro-6-(3-methyl-1,2,4-oxadiazol-5-yl)pyridazine (690 mg) obtained in Example 43(2), spiro[indole-3,3′-pyrrolidin]-2(1H)-one (800 mg), potassium carbonate (500 mg) and tetrabutylammonium iodide (130 mg) were suspended in N,N-dimethylformamide-tetrahydrofuran (1:1, v/v, 50 mL), and the suspension was stirred at 120° C. overnight. The mixture was cooled to room temperature, diluted with ethyl acetate, and washed with aqueous sodium carbonate solution. The organic layer was dried over sodium su...